This data is from the Open Reaction Database (ORD), a public repository of structured organic reaction records. The task is: describe an organic reaction: reactants, conditions, products, and yield The reactants are Cc1cc(O)nc(C)c1Br, O=C([O-])[O-], COCCOC, CC(C)I, [K+], [K+]. The product is Cc1cc(OC(C)C)nc(C)c1Br. Reaction SMILES: [Br:1][c:2]1[c:3]([CH3:10])[cH:4][c:5]([OH:9])[n:6][c:7]1[CH3:8].[C:11](=[O:12])([O-:13])[O-:14].[CH3:21][O:22][CH2:23][CH2:24][O:25][CH3:26].[I:17][CH:18]([CH3:19])[CH3:20].[K+:15].[K+:16]>>[Br:1][c:2]1[c:3]([CH3:10])[cH:4][c:5]([O:9][CH:18]([CH3:19])[CH3:20])[n:6][c:7]1[CH3:8].